From a dataset of the Open Reaction Database (ORD), a public repository of structured organic reaction records. describe an organic reaction: reactants, conditions, products, and yield Starting materials: O=C([O-])[O-], Cc1cnc(CCl)c(C)c1, [Cs+], [Cs+], CN(C)C=O, O, COc1ccc(C2=C(c3ccc(O)cc3)C(=O)C(C)(C)O2)cc1. Product: COc1ccc(C2=C(c3ccc(OCc4ncc(C)cc4C)cc3)C(=O)C(C)(C)O2)cc1. RXN SMILES: [C:24](=[O:25])([O-:26])[O-:27].[Cl:35][CH2:36][c:37]1[n:38][cH:39][c:40]([CH3:44])[cH:41][c:42]1[CH3:43].[Cs+:28].[Cs+:29].[O:30]=[CH:31][N:32]([CH3:33])[CH3:34].[OH2:45].[OH:1][c:2]1[cH:3][cH:4][c:5]([C:8]2=[C:12]([c:13]3[cH:14][cH:15][c:16]([O:19][CH3:20])[cH:17][cH:18]3)[O:11][C:10]([CH3:21])([CH3:22])[C:9]2=[O:23])[cH:6][cH:7]1>>[O:1]([c:2]1[cH:3][cH:4][c:5]([C:8]2=[C:12]([c:13]3[cH:14][cH:15][c:16]([O:19][CH3:20])[cH:17][cH:18]3)[O:11][C:10]([CH3:21])([CH3:22])[C:9]2=[O:23])[cH:6][cH:7]1)[CH2:36][c:37]1[n:38][cH:39][c:40]([CH3:44])[cH:41][c:42]1[CH3:43]. Starting materials: CC(=O)OC1(C(C)=O)CCC2C3C4OC4C4=CC(=O)OCC4(C)C3CCC21C, CS(C)=O, F, [K], O. Reaction SMILES: [C:1]([CH3:2])(=[O:3])[O:4][C:5]1([C:6]([CH3:7])=[O:8])[CH2:9][CH2:10][CH:11]2[CH:12]3[CH:13]4[CH:14]([C:15]5=[CH:16][C:17](=[O:27])[O:18][CH2:19][C:20]5([CH3:21])[CH:22]3[CH2:23][CH2:24][C:25]12[CH3:26])[O:28]4.[CH3:31][S:32](=[O:33])[CH3:34].[FH:29].[K:30].[OH2:35]>>[C:1]([CH3:2])(=[O:3])[O:4][C:5]1([C:6]([CH3:7])=[O:8])[CH2:9][CH2:10][CH:11]2[CH:12]3[CH:13]=[C:14]([F:29])[C:15]4=[CH:16][C:17](=[O:27])[O:18][CH2:19][C:20]4([CH3:21])[CH:22]3[CH2:23][CH2:24][C:25]12[CH3:26]. Product: CC(=O)OC1(C(C)=O)CCC2C3C=C(F)C4=CC(=O)OCC4(C)C3CCC21C. The reactants are CS(=O)(=O)c1nnc(-c2ccc3cnccc3c2)s1, CS(=O)c1nnc(-c2ccc3cnccc3c2)s1, CCOC(C)=O, NCc1ccco1. Product: c1coc(CNc2nnc(-c3ccc4cnccc4c3)s2)c1. As a reaction SMILES: [CH3:1][S:2](=[O:3])(=[O:4])[c:5]1[n:6][n:7][c:8](-[c:10]2[cH:11][c:12]3[cH:13][cH:14][n:15][cH:16][c:17]3[cH:18][cH:19]2)[s:9]1.[CH3:20][S:21]([c:22]1[s:23][c:24](-[c:25]2[cH:26][c:27]3[c:28]([cH:29][cH:30]2)[cH:31][n:32][cH:33][cH:34]3)[n:35][n:36]1)=[O:37].[CH3:45][CH2:46][O:47][C:48]([CH3:49])=[O:50].[o:38]1[c:39]([CH2:43][NH2:44])[cH:40][cH:41][cH:42]1>>[c:5]1([NH:44][CH2:43][c:39]2[o:38][cH:42][cH:41][cH:40]2)[n:6][n:7][c:8](-[c:10]2[cH:11][c:12]3[cH:13][cH:14][n:15][cH:16][c:17]3[cH:18][cH:19]2)[s:9]1. Reactants: COC1=CC=C(C=C1)NC1=CC=C(C2=CC=CC=C12)C1=CC=CC=C1 (N-(4-methoxyphenyl)-4-phenylnaphthalen-1-amine), Br (HBr), CC(=O)O (HOAc). Reaction conditions: temperature 140 celsius, time 1 hour. Yields the product C1(=CC=CC=C1)C1=CC=C(C2=CC=CC=C12)NC1=CC=C(C=C1)O (4-(4-phenylnaphthalen-1-ylamino)phenol). Reaction SMILES: C[O:2][C:3]1[CH:8]=[CH:7][C:6]([NH:9][C:10]2[C:19]3[C:14](=[CH:15][CH:16]=[CH:17][CH:18]=3)[C:13]([C:20]3[CH:25]=[CH:24][CH:23]=[CH:22][CH:21]=3)=[CH:12][CH:11]=2)=[CH:5][CH:4]=1.Br.CC(O)=O>>[C:20]1([C:13]2[C:14]3[C:19](=[CH:18][CH:17]=[CH:16][CH:15]=3)[C:10]([NH:9][C:6]3[CH:5]=[CH:4][C:3]([OH:2])=[CH:8][CH:7]=3)=[CH:11][CH:12]=2)[CH:21]=[CH:22][CH:23]=[CH:24][CH:25]=1. Procedure details: A round bottom flask was charged with N-(4-methoxyphenyl)-4-phenylnaphthalen-1-amine (600 mg, 1844 μmol) and 6 mL 1:1 HBr (100 μl, 1844 μmol) and HOAc (106 μl, 1844 μmol). The flask was fitted with a reflux condenser and the mixture was heated at 140° C. After 1 h, LCMS showed ˜50% conversion to desired product. Heating was continued for another 5 h. Upon cooling, the mixture was brought to neutral pH by addition of 6 N NaOH and extracted with DCM. The organic portion was dried, filtered and con... Reaction SMILES: [CH2:21]([Cl:22])[Cl:23].[OH:5][CH2:6][CH:7]1[CH2:8][n:9]2[c:10](=[O:20])[n:11]([CH2:17][CH2:18][CH3:19])[c:12](=[O:16])[cH:13][c:14]2[S:15]1.[S:1]([Cl:2])([Cl:3])=[O:4]>>[Cl:3][CH2:6][CH:7]1[CH2:8][n:9]2[c:10](=[O:20])[n:11]([CH2:17][CH2:18][CH3:19])[c:12](=[O:16])[cH:13][c:14]2[S:15]1. Reactants: ClCCl, CCCn1c(=O)cc2n(c1=O)CC(CO)S2, O=S(Cl)Cl. Yields the product CCCn1c(=O)cc2n(c1=O)CC(CCl)S2.